The task is: describe an organic reaction: reactants, conditions, products, and yield. This data is from the Open Reaction Database (ORD), a public repository of structured organic reaction records. Starting materials: COC1=C(CNCC2=C3C(=NC=C2)N(C(=C3)C3=CN(C2=CC(=C(C=C32)OC)OC)C)S(=O)(=O)C3=CC=C(C=C3)C)C=CC(=C1)OC ((2,4-dimethoxybenzyl)[2-(5,6-dimethoxy-1-methyl-1H-indol-3-yl)-1-(toluene-4-sulfonyl)-1H-pyrrolo[2,3-b]pyrid-4-ylmethyl]amine), [OH-].[K+] (potassium hydroxide). Yields the product COC1=C(CNCC2=C3C(=NC=C2)NC(=C3)C3=CN(C2=CC(=C(C=C32)OC)OC)C)C=CC(=C1)OC ((2,4-dimethoxybenzyl)[2-(5,6-dimethoxy-1-methyl-1H-indol-3-yl)-1H-pyrrolo[2,3-b]pyrid-4-ylmethyl]amine). Yield: 79.0%. As a reaction SMILES: [CH3:1][O:2][C:3]1[CH:44]=[C:43]([O:45][CH3:46])[CH:42]=[CH:41][C:4]=1[CH2:5][NH:6][CH2:7][C:8]1[CH:13]=[CH:12][N:11]=[C:10]2[N:14](S(C3C=CC(C)=CC=3)(=O)=O)[C:15]([C:17]3[C:25]4[C:20](=[CH:21][C:22]([O:28][CH3:29])=[C:23]([O:26][CH3:27])[CH:24]=4)[N:19]([CH3:30])[CH:18]=3)=[CH:16][C:9]=12.[OH-].[K+]>>[CH3:1][O:2][C:3]1[CH:44]=[C:43]([O:45][CH3:46])[CH:42]=[CH:41][C:4]=1[CH2:5][NH:6][CH2:7][C:8]1[CH:13]=[CH:12][N:11]=[C:10]2[NH:14][C:15]([C:17]3[C:25]4[C:20](=[CH:21][C:22]([O:28][CH3:29])=[C:23]([O:26][CH3:27])[CH:24]=4)[N:19]([CH3:30])[CH:18]=3)=[CH:16][C:9]=12 |f:1.2|. Procedure: (2,4-Dimethoxybenzyl)[2-(5,6-dimethoxy-1-methyl-1H-indol-3-yl)-1H-pyrrolo[2,3-b]pyrid-4-ylmethyl]amine is prepared as described in Example 179a starting with 0.05 g of (2,4-dimethoxybenzyl)[2-(5,6-dimethoxy-1-methyl-1H-indol-3-yl)-1-(toluene-4-sulfonyl)-1H-pyrrolo[2,3-b]pyrid-4-ylmethyl]amine instead of the [2-(5,6-dimethoxy-1-methyl-1H-indol-3-yl)-1-(toluene-4-sulfonyl)-1H-pyrrolo[2,3-b]pyrid-4-ylmethyl](4-trifluoromethylsulfanylbenzyl)amine used in Example 179a and 0.36 cm3 of 5N potassium hyd... Reactants: O=C([O-])[O-], OCC1CNCC(OCc2ccccc2)C1O, CC(C)=O, CCCCI, [K+], [K+]. Product: CCCCN1CC(CO)C(O)C(OCc2ccccc2)C1. RXN SMILES: [C:23](=[O:24])([O-:25])[O-:26].[CH2:1]([c:2]1[cH:3][cH:4][cH:5][cH:6][cH:7]1)[O:8][CH:9]1[CH2:10][NH:11][CH2:12][CH:13]([CH2:16][OH:17])[CH:14]1[OH:15].[CH3:29][C:30](=[O:31])[CH3:32].[I:18][CH2:19][CH2:20][CH2:21][CH3:22].[K+:27].[K+:28]>>[CH2:1]([c:2]1[cH:3][cH:4][cH:5][cH:6][cH:7]1)[O:8][CH:9]1[CH2:10][N:11]([CH2:19][CH2:20][CH2:21][CH3:22])[CH2:12][CH:13]([CH2:16][OH:17])[CH:14]1[OH:15]. The reactants are C(#N)C(C(=O)N)C1OC(C(=C1Cl)Cl)=O (2-cyano-2-(3,4-dichloro-5-oxo-2,5-dihydrofuran-2-yl)acetamide), Cl.NCC1=C(C=CC(=C1)Cl)N1C(OCC1)=O (3-[2-(aminomethyl)-4-chlorophenyl]-1,3-oxazolidin-2-one hydrochloride), C([O-])([O-])=O.[K+].[K+] (potassium carbonate). The solvent is C(C)O (ethanol). Reaction conditions: temperature 70 celsius, time 8 hour. The product is Cl.ClC=1C=C(C(N(C1)CC1=C(C=CC(=C1)Cl)N1C(OCC1)=O)=N)C(=O)N (5-chloro-1-[5-chloro-2-(2-oxo-1,3-oxazolidin-3-yl)benzyl]-2-imino-1,2-dihydropyridine-3-carboxamide hydrochloride). Isolated yield 65.3%. RXN SMILES: [C:1]([CH:3]([CH:7]1[C:11]([Cl:12])=[C:10](Cl)C(=O)O1)[C:4]([NH2:6])=[O:5])#[N:2].Cl.[NH2:16][CH2:17][C:18]1[CH:23]=[C:22]([Cl:24])[CH:21]=[CH:20][C:19]=1[N:25]1[CH2:29][CH2:28][O:27][C:26]1=[O:30].C(=O)([O-])[O-].[K+].[K+]>C(O)C>[ClH:12].[Cl:12][C:11]1[CH:7]=[C:3]([C:4]([NH2:6])=[O:5])[C:1](=[NH:2])[N:16]([CH2:17][C:18]2[CH:23]=[C:22]([Cl:24])[CH:21]=[CH:20][C:19]=2[N:25]2[CH2:29][CH2:28][O:27][C:26]2=[O:30])[CH:10]=1 |f:1.2,3.4.5,7.8|. Reported procedure: (Step 4) A suspension of 2-cyano-2-(3,4-dichloro-5-oxo-2,5-dihydrofuran-2-yl)acetamide (0.50 g), 3-[2-(aminomethyl)-4-chlorophenyl]-1,3-oxazolidin-2-one hydrochloride obtained in Step 3 (0.67 g) and potassium carbonate (0.88 g) in ethanol (15 ml) was stirred overnight at 70° C. The reaction solution was filtered through celite, and concentrated under reduced pressure. The residue was purified by basic silica gel column chromatography (ethyl acetate:hexane=7:3→1:0). The obtained residue was disso... The reactants are CC=1NC=2CC(CC(C2C1)=O)C1=CC=CC=C1 (2-methyl-6-phenyl-4,5,6,7-tetrahydroindol-4-one), C(=N)(N)NN.Cl (aminoguanidine hydrochloride), Cl (hydrochloric acid), O (water). Solvent: C(C)O (ethanol). Product: Cl.N(C(=N)N)N=C1C=2C=C(NC2CC(C1)C1=CC=CC=C1)C (4-guanidinoimino-2-methyl-6-phenyl-4,5,6,7-tetrahydroindole hydrochloride). Isolated yield 81.5%. Reaction SMILES: [CH3:1][C:2]1[NH:3][C:4]2[CH2:5][CH:6]([C:12]3[CH:17]=[CH:16][CH:15]=[CH:14][CH:13]=3)[CH2:7][C:8](=O)[C:9]=2[CH:10]=1.[C:18]([NH:21][NH2:22])([NH2:20])=[NH:19].[ClH:23].Cl.O>C(O)C>[ClH:23].[NH:21]([N:22]=[C:8]1[CH2:7][CH:6]([C:12]2[CH:17]=[CH:16][CH:15]=[CH:14][CH:13]=2)[CH2:5][C:4]2[NH:3][C:2]([CH3:1])=[CH:10][C:9]1=2)[C:18]([NH2:20])=[NH:19] |f:1.2,6.7|. Procedure details: A mixture of 2-methyl-6-phenyl-4,5,6,7-tetrahydroindol-4-one (0.8 g), aminoguanidine hydrochloride (0.41 g), concentrated hydrochloric acid (0.18 ml), water (0.18 ml) and ethanol (50 ml) was refluxed for 1 hour. Under reduced pressure, the solvent was evaporated. The residue was suspended in ethyl acetate, and the suspension was washed with water. Under reduced pressure, the solvent was evaporated. The residue was dissolved in ethanol, and to the solution was added 1N hydrochloric acid. The solv... Reactants: CN(C=NC(=O)C1=NN(C(C=C1SC1=CC=CC=C1)=O)C1=CC=CC=C1)C (N,N-dimethyl-N′-[(6-oxo-1-phenyl-4-phenylsulfanyl-1,6-dihydropyridazin-3-yl)carbonyl]formamidine), O=C1C=C(C(=NN1C1=CC=CC=C1)C(=O)N)SC1=CC=CC=C1 (6-oxo-1-phenyl-4-phenylsulfanyl-1,6-dihydropyridazine-3-carboxamide), COC(N(C)C)OC (N,N-dimethylformamide dimethyl acetal). Run at temperature 120 celsius, time 1 hour. Yields the product C1(=CC=CC=C1)N1N=C(C(=CC1=O)SC1=CC=CC=C1)C1=NNC=N1 (2-phenyl-5-phenylsulfanyl-6-(1H-1,2,4-triazol-3-yl)-3(2H)-pyridazinone). As a reaction SMILES: C[N:2](C)[CH:3]=[N:4][C:5]([C:7]1[C:12]([S:13][C:14]2[CH:19]=[CH:18][CH:17]=[CH:16][CH:15]=2)=[CH:11][C:10](=[O:20])[N:9]([C:21]2[CH:26]=[CH:25][CH:24]=[CH:23][CH:22]=2)[N:8]=1)=O.O=C1N(C2C=CC=CC=2)[N:33]=C(C(N)=O)C(SC2C=CC=CC=2)=C1.COC(OC)N(C)C>>[C:21]1([N:9]2[C:10](=[O:20])[CH:11]=[C:12]([S:13][C:14]3[CH:15]=[CH:16][CH:17]=[CH:18][CH:19]=3)[C:7]([C:5]3[N:4]=[CH:3][NH:2][N:33]=3)=[N:8]2)[CH:26]=[CH:25][CH:24]=[CH:23][CH:22]=1. Procedure: Preparation of N,N-dimethyl-N′-[(6-oxo-1-phenyl-4-phenylsulfanyl-1,6-dihydropyridazin-3-yl)carbonyl]formamidine: A mixture of 6-oxo-1-phenyl-4-phenylsulfanyl-1,6-dihydropyridazine-3-carboxamide (193 mg, 0.6 mmol) and N,N-dimethylformamide dimethyl acetal (1 mL) was stirred at 120° C. for 1 h and then evaporated in vacuo. The residue was crystallized on treatment with Et2O (10 mL) to yield the desired product as a white crystalline substance (196 mg, 88%).